Dataset: the Open Reaction Database (ORD), a public repository of structured organic reaction records. Task: describe an organic reaction: reactants, conditions, products, and yield The reactants are Cc1ccccc1, CCC(=O)CCC(=O)OC, OCCO. Yields the product CCC1(CCC(=O)OC)OCCO1. As a reaction SMILES: [CH3:15][c:16]1[cH:17][cH:18][cH:19][cH:20][cH:21]1.[O:1]=[C:2]([CH2:3][CH2:4][C:5](=[O:6])[O:7][CH3:8])[CH2:9][CH3:10].[OH:11][CH2:12][CH2:13][OH:14]>>[O:1]1[C:2]([CH2:3][CH2:4][C:5](=[O:6])[O:7][CH3:8])([CH2:9][CH3:10])[O:11][CH2:12][CH2:13]1. The reactants are N#N (N2), BrC=1SC2=C(N1)C=CC(=C2)C(C(CC)CC)N2C=NC=C2 (2-bromo-6-(2-ethyl-1-(1H-imidazol-1-yl)butyl)benzo[d]thiazole), COC(=O)C1=CC=C(C=C1)B(O)O ((4-(methoxycarbonyl)phenyl)boronic acid), C([O-])([O-])=O.[K+].[K+] (potassium carbonate). Reagents/catalysts: C=1C=CC(=CC1)[P](C=2C=CC=CC2)(C=3C=CC=CC3)[Pd]([P](C=4C=CC=CC4)(C=5C=CC=CC5)C=6C=CC=CC6)([P](C=7C=CC=CC7)(C=8C=CC=CC8)C=9C=CC=CC9)[P](C=1C=CC=CC1)(C=1C=CC=CC1)C=1C=CC=CC1 (tetrakis(triphenylphosphine)palladium). Run in O (water), COCCOC (DME). Reaction conditions: temperature 80 celsius. Product: C(C)C(C(N1C=NC=C1)C1=CC2=C(N=C(S2)C2=CC=C(C(=O)OC)C=C2)C=C1)CC (methyl 4-(6-(2-ethyl-1-(1H-imidazol-1-yl)butyl)benzo[d]thiazol-2-yl)benzoate). RXN SMILES: Br[C:2]1[S:3][C:4]2[CH:10]=[C:9]([CH:11]([N:17]3[CH:21]=[CH:20][N:19]=[CH:18]3)[CH:12]([CH2:15][CH3:16])[CH2:13][CH3:14])[CH:8]=[CH:7][C:5]=2[N:6]=1.[CH3:22][O:23][C:24]([C:26]1[CH:31]=[CH:30][C:29](B(O)O)=[CH:28][CH:27]=1)=[O:25].C(=O)([O-])[O-].[K+].[K+].N#N>C1C=CC([P]([Pd]([P](C2C=CC=CC=2)(C2C=CC=CC=2)C2C=CC=CC=2)([P](C2C=CC=CC=2)(C2C=CC=CC=2)C2C=CC=CC=2)[P](C2C=CC=CC=2)(C2C=CC=CC=2)C2C=CC=CC=2)(C2C=CC=CC=2)C2C=CC=CC=2)=CC=1.O.COCCOC>[CH2:13]([CH:12]([CH2:15][CH3:16])[CH:11]([C:9]1[CH:8]=[CH:7][C:5]2[N:6]=[C:2]([C:29]3[CH:30]=[CH:31][C:26]([C:24]([O:23][CH3:22])=[O:25])=[CH:27][CH:28]=3)[S:3][C:4]=2[CH:10]=1)[N:17]1[CH:21]=[CH:20][N:19]=[CH:18]1)[CH3:14] |f:2.3.4,^1:46,48,67,86|. Procedure details: A solution of 2-bromo-6-(2-ethyl-1-(1H-imidazol-1-yl)butyl)benzo[d]thiazole (93 mg, 0.255 mmol), (4-(methoxycarbonyl)phenyl)boronic acid (50.6 mg, 0.281 mmol), tetrakis(triphenylphosphine)palladium (29.5 mg, 0.0255 mmol), potassium carbonate (106 mg, 0.765 mmol), DME (5 mL) and water (0.8 mL) was degassed, filled with N2, and heated to 80° C. for 6 h. The reaction mixture was evaporated. The crude product was purified by column chromatography using 5% MeOH in DCM as eluent to afford to methyl 4-... Reactants: CN1CCC(CC1)C1=CC(=C(C=C1)NC=O)OC(C)C (N-[4-(1-methylpiperidin-4-yl)-2-(propan-2-yloxy)phenyl]formamide), CC(C)(C)N=P(N1CCCC1)(N1CCCC1)N1CCCC1 (1-[N-(2-methylpropan-2-yl)-P,P-di(pyrrolidin-1-yl)phosphorimidoyl]-pyrrolidine), COC1=C(C=CC=C1)C1=C(SC2=C1N=C(N=C2)S(=O)(=O)C)C(=O)OC (methyl 7-(2-methoxyphenyl)-2-(methylsulfonyl)thieno[3,2-d]pyrimidine-6-carboxylate). Solvent: CN(C)C=O (DMF), CN(C)C=O (DMF), C(C)(=O)OCC (ethyl acetate). Conditions: time 30 minute. Product: COC1=C(C=CC=C1)C1=C(SC2=C1N=C(N=C2)NC2=C(C=C(C=C2)C2CCN(CC2)C)OC(C)C)C(=O)OC (methyl 7-(2-methoxyphenyl)-2-{[4-(1-methylpiperidin-4-yl)-2-(propan-2-yloxy)phenyl]amino}thieno[3,2-d]pyrimidine-6-carboxylate). Isolated yield 73.8%. Reaction SMILES: [CH3:1][N:2]1[CH2:7][CH2:6][CH:5]([C:8]2[CH:13]=[CH:12][C:11]([NH:14][CH:15]=O)=[C:10]([O:17][CH:18]([CH3:20])[CH3:19])[CH:9]=2)[CH2:4][CH2:3]1.CC(N=P(N1CCCC1)(N1CCCC1)N1CCCC1)(C)C.[CH3:42][O:43][C:44]1[CH:49]=[CH:48][CH:47]=[CH:46][C:45]=1[C:50]1[C:54]2[N:55]=C(S(C)(=O)=O)[N:57]=[CH:58][C:53]=2[S:52][C:51]=1[C:63]([O:65][CH3:66])=[O:64]>CN(C=O)C.C(OCC)(=O)C>[CH3:42][O:43][C:44]1[CH:49]=[CH:48][CH:47]=[CH:46][C:45]=1[C:50]1[C:54]2[N:55]=[C:15]([NH:14][C:11]3[CH:12]=[CH:13][C:8]([CH:5]4[CH2:6][CH2:7][N:2]([CH3:1])[CH2:3][CH2:4]4)=[CH:9][C:10]=3[O:17][CH:18]([CH3:20])[CH3:19])[N:57]=[CH:58][C:53]=2[S:52][C:51]=1[C:63]([O:65][CH3:66])=[O:64]. Procedure details: A mixture of 527 mg of N-[4-(1-methylpiperidin-4-yl)-2-(propan-2-yloxy)phenyl]formamide and 953 mg of 1-[N-(2-methylpropan-2-yl)-P,P-di(pyrrolidin-1-yl)phosphorimidoyl]-pyrrolidine (BTPP) in 10 ml of anhydrous DMF is stirred at ambient temperature for 30 min, and then a solution of 577 mg of methyl 7-(2-methoxyphenyl)-2-(methylsulfonyl)thieno[3,2-d]pyrimidine-6-carboxylate in 15 ml of anhydrous DMF is slowly added. The mixture is stirred at ambient temperature for 48 h, and then diluted with eth... The reactants are C1(CC1)CBr (cyclopropylmethyl bromide), CC=1C(=NC(=NC1C)C1=CC=CC=C1)OCC(=O)NC1=CC=CC=C1 (2-(5,6-dimethyl-2-phenyl-4-pyrimidinyloxy)-N-phenylacetamide), CN(C=O)C (dimethylformamide), ice water, [H-].[Na+] (sodium hydride). Run in C(Cl)(Cl)Cl (chloroform). Reaction conditions: temperature 0 celsius, time 1 hour. Product: C1(CC1)CN(C(COC1=NC(=NC(=C1C)C)C1=CC=CC=C1)=O)C1=CC=CC=C1 (N-cyclopropylmethyl-2-(5,6-dimethyl-2-phenyl-4-pyrimidinyloxy)-N-phenylacetamide). Yield: 89.5%. As a reaction SMILES: [CH3:1][C:2]1[C:3]([O:15][CH2:16][C:17]([NH:19][C:20]2[CH:25]=[CH:24][CH:23]=[CH:22][CH:21]=2)=[O:18])=[N:4][C:5]([C:9]2[CH:14]=[CH:13][CH:12]=[CH:11][CH:10]=2)=[N:6][C:7]=1[CH3:8].CN(C)C=O.[H-].[Na+].[CH:33]1([CH2:36]Br)[CH2:35][CH2:34]1>C(Cl)(Cl)Cl>[CH:33]1([CH2:36][N:19]([C:20]2[CH:25]=[CH:24][CH:23]=[CH:22][CH:21]=2)[C:17](=[O:18])[CH2:16][O:15][C:3]2[C:2]([CH3:1])=[C:7]([CH3:8])[N:6]=[C:5]([C:9]3[CH:10]=[CH:11][CH:12]=[CH:13][CH:14]=3)[N:4]=2)[CH2:35][CH2:34]1 |f:2.3|. Procedure: To a mixture of 2-(5,6-dimethyl-2-phenyl-4-pyrimidinyloxy)-N-phenylacetamide (1.5 g) obtained in Example 189 and dimethylformamide (30 ml) is added sodium hydride (about 60% oily, 0.2 g) at 0-5° C., and the mixture is stirred at 0° C. for one hour. To the mixture is added cyclopropylmethyl bromide (0.67 g) at the same temperature, and the mixture is stirred at room temperature for two hours. To the reaction solution are added chloroform and ice-water, and the chloroform layer is collected, washe... RXN SMILES: [C:11]([OH:12])(=[O:13])[O-:14].[CH2:27]([Cl:28])[Cl:29].[CH3:1][c:2]1[n:3][cH:4][cH:5][c:6]2[c:7]1[O:8][CH2:9][O:10]2.[Na+:15].[OH:16][O:17][C:18]([c:19]1[cH:20][c:21]([Cl:22])[cH:23][cH:24][cH:25]1)=[O:26]>>[CH3:1][c:2]1[n+:3]([O-:12])[cH:4][cH:5][c:6]2[c:7]1[O:8][CH2:9][O:10]2. Yields the product Cc1c2c(cc[n+]1[O-])OCO2. The reactants are O=C([O-])O, ClCCl, Cc1nccc2c1OCO2, [Na+], O=C(OO)c1cccc(Cl)c1. Starting materials: CC(C)(C)OC(=O)N1CC2=C(CC1)C(=C(S2)N)C#N (2-amino-3-cyano-4,7-dihydro-thieno[2,3-c]pyridine-6(5H)-carboxylic acid 1,1-dimethylethyl ester), CC(C)(C)OC(=O)N1CC2=C(CC1)C(=C(S2)N)C#N (2-amino-3-cyano-4,7-dihydro-thieno[2,3-c]pyridine-6(5H)-carboxylic acid 1,1-dimethylethyl ester), COC=1C=C(C(=O)Cl)C=CC1 (3-methoxybenzoyl chloride). Product: C(C)(C)(C)OC(=O)N1CC2=C(CC1)C(=C(S2)NC(C2=CC(=CC=C2)OC)=O)C#N (N-(6-tert.-Butyloxycarbonyl-3-cyano-4,5,6,7-tetrahvdro-thieno[2,3-c]pyridin-2-yl)-3-methoxybenzamide). Reaction SMILES: [CH3:1][C:2]([O:5][C:6]([N:8]1[CH2:13][CH2:12][C:11]2[C:14]([C:18]#[N:19])=[C:15]([NH2:17])[S:16][C:10]=2[CH2:9]1)=[O:7])([CH3:4])[CH3:3].[CH3:20][O:21][C:22]1[CH:23]=[C:24]([CH:28]=[CH:29][CH:30]=1)[C:25](Cl)=[O:26]>>[C:2]([O:5][C:6]([N:8]1[CH2:13][CH2:12][C:11]2[C:14]([C:18]#[N:19])=[C:15]([NH:17][C:25](=[O:26])[C:24]3[CH:28]=[CH:29][CH:30]=[C:22]([O:21][CH3:20])[CH:23]=3)[S:16][C:10]=2[CH2:9]1)=[O:7])([CH3:1])([CH3:3])[CH3:4]. Procedure: Prepared according to general procedure A starting from 2-amino-3-cyano-4,7-dihydro-thieno[2,3-c]pyridine-6(5H)-carboxylic acid 1,1-dimethylethyl ester (compound A2) and 3-methoxybenzoyl chloride.